Dataset: the Open Reaction Database (ORD), a public repository of structured organic reaction records. Task: describe an organic reaction: reactants, conditions, products, and yield Reactants: NCCCCC1=NC=CC=C1 (2-(4-aminobutyl)pyridine), [N+](=O)([O-])C=C(NCCSCC1=C(N=CN1)C)SC (1-nitro-2-methylthio-2-[2-((4-methyl-5-imidazolyl)methylthio)ethylamino]-ethylene), ( a ). Yields the product [N+](=O)([O-])C=C(NCCSCC1=C(N=CN1)C)NCCCCC1=NC=CC=C1 (1-Nitro-2-[4-(2-pyridyl)butylamino]-2-[2-((4-methyl-5-imidazolyl)methylthio)ethylamino]ethylene). As a reaction SMILES: [NH2:1][CH2:2][CH2:3][CH2:4][CH2:5][C:6]1[CH:11]=[CH:10][CH:9]=[CH:8][N:7]=1.[N+:12]([CH:15]=[C:16](SC)[NH:17][CH2:18][CH2:19][S:20][CH2:21][C:22]1[NH:26][CH:25]=[N:24][C:23]=1[CH3:27])([O-:14])=[O:13]>>[N+:12]([CH:15]=[C:16]([NH:1][CH2:2][CH2:3][CH2:4][CH2:5][C:6]1[CH:11]=[CH:10][CH:9]=[CH:8][N:7]=1)[NH:17][CH2:18][CH2:19][S:20][CH2:21][C:22]1[NH:26][CH:25]=[N:24][C:23]=1[CH3:27])([O-:14])=[O:13]. Procedure details: When 2-(4-aminobutyl)pyridine is reacted with 1-nitro-2-methylthio-2-[2-((4-methyl-5-imidazolyl)methylthio)ethylamino]-ethylene in the procedure of Example 1 (a) (ii), the title compound is produced. The reactants are [BH3-]C#N, CC(=O)O, CO, COc1ccc(NCc2c(Cl)cncc2Cl)cc1OC, [Na+], O=Cc1ccsc1. Yields the product COc1ccc(N(Cc2ccsc2)Cc2c(Cl)cncc2Cl)cc1OC. Reaction SMILES: [C:28]([BH3-:29])#[N:30].[C:32]([OH:33])(=[O:34])[CH3:35].[CH3:36][OH:37].[Cl:1][c:2]1[cH:3][n:4][cH:5][c:6]([Cl:20])[c:7]1[CH2:8][NH:9][c:10]1[cH:11][c:12]([O:18][CH3:19])[c:13]([O:16][CH3:17])[cH:14][cH:15]1.[Na+:31].[s:21]1[cH:22][c:23]([CH:26]=[O:27])[cH:24][cH:25]1>>[Cl:1][c:2]1[cH:3][n:4][cH:5][c:6]([Cl:20])[c:7]1[CH2:8][N:9]([c:10]1[cH:11][c:12]([O:18][CH3:19])[c:13]([O:16][CH3:17])[cH:14][cH:15]1)[CH2:26][c:23]1[cH:22][s:21][cH:25][cH:24]1. Reactants: C(C1=CC=CC=C1)N1N=C(C=2CCNCCC12)C1=CC=C(C=C1)Cl (1-Benzyl-3-(4-chloro-phenyl)-1,4,5,6,7,8-hexahydro-1,2,6-triaza-azulene), COC=1C=C(C=O)C=CC1OC (3,4-dimethoxy-benzaldehyde). Product: C(C1=CC=CC=C1)N1N=C(C=2CCN(CCC12)CC1=CC(=C(C=C1)OC)OC)C1=CC=C(C=C1)Cl (1-Benzyl-3-(4-chloro-phenyl)-6-(3,4-dimethoxy-benzyl)-1,4,5,6,7,8-hexahydro-1,2,6-triaza-azulene). Reaction SMILES: [CH2:1]([N:8]1[C:17]2[CH2:16][CH2:15][NH:14][CH2:13][CH2:12][C:11]=2[C:10]([C:18]2[CH:23]=[CH:22][C:21]([Cl:24])=[CH:20][CH:19]=2)=[N:9]1)[C:2]1[CH:7]=[CH:6][CH:5]=[CH:4][CH:3]=1.[CH3:25][O:26][C:27]1[CH:28]=[C:29]([CH:32]=[CH:33][C:34]=1[O:35][CH3:36])[CH:30]=O>>[CH2:1]([N:8]1[C:17]2[CH2:16][CH2:15][N:14]([CH2:30][C:29]3[CH:32]=[CH:33][C:34]([O:35][CH3:36])=[C:27]([O:26][CH3:25])[CH:28]=3)[CH2:13][CH2:12][C:11]=2[C:10]([C:18]2[CH:23]=[CH:22][C:21]([Cl:24])=[CH:20][CH:19]=2)=[N:9]1)[C:2]1[CH:7]=[CH:6][CH:5]=[CH:4][CH:3]=1. Procedure: The title compound was prepared (12 mg) from 1-benzyl-3-(4-chloro-phenyl)-1,4,5,6,7,8-hexahydro-1,2,6-triaza-azulene (Example 59, Step E; 0.1 mmol) using 3,4-dimethoxy-benzaldehyde (0.2 mmol) in place of formaldehyde. MS (ESI): exact mass calculated for C29H30ClN3O2, 487.20. found, m/z 488.2 [M+H]+. 1H NMR (500 MHz, CDCl3): 7.44-7.43 (m, 2H), 7.30-7.29 (m, 2H), 7.25-7.22 (m, 2H), 7.20-7.18 (m, 1H), 7.03-7.02 (m, 2H), 6.86 (d, J=1.7 Hz, 1H), 6.76-6.71 (m, 2H), 5.25 (s, 2H), 3.79 (s, 6H), 3.63 (s,... Reactants: ClC1=NC=C(C(=N1)Cl)F (2,4-dichloro-5-fluoropyrimidine), C(C)(C)C=1C=C(N)C=CC1 (3-isopropylaniline). The product is C(C)(C)C=1C=C(C=CC1)NC1=NC=C(C(=N1)NC1=CC(=CC=C1)C(C)C)F (N2,N4-bis-(3-isopropylphenyl)-5-fluoro-2,4-pyrimidinediamine). As a reaction SMILES: Cl[C:2]1[N:7]=[C:6](Cl)[C:5]([F:9])=[CH:4][N:3]=1.[CH:10]([C:13]1[CH:14]=[C:15]([CH:17]=[CH:18][CH:19]=1)[NH2:16])([CH3:12])[CH3:11]>>[CH:10]([C:13]1[CH:14]=[C:15]([NH:16][C:2]2[N:7]=[C:6]([NH:16][C:15]3[CH:17]=[CH:18][CH:19]=[C:13]([CH:10]([CH3:12])[CH3:11])[CH:14]=3)[C:5]([F:9])=[CH:4][N:3]=2)[CH:17]=[CH:18][CH:19]=1)([CH3:12])[CH3:11]. Procedure details: In like manner to the preparation of N2,N4-bis-(3-hydroxyphenyl)-5-fluoro-2,4-pyrimidinediamine, 2,4-dichloro-5-fluoropyrimidine and 3-isopropylaniline were reacted to give N2,N4-bis-(3-isopropylphenyl)-5-fluoro-2,4-pyrimidinediamine. LCMS: ret. time: 29.58 min.; Purity: 98%; MS (m/e): 365 (MH+); 1H NMR (DMSO-d6): δ 10.5 (1H, s), 10.34 (1H, s), 8.41 (1H, d, J=5.1 Hz), 7.62 (1H, d, J=8.1 Hz), 7.53 (1H, s), 7.43 (1H, d, J=8.1 Hz), 7.37 (2H, m), 7.29 (1H, t, J=8.1 Hz), 7.19 (1H, d, J=7.8 Hz), 7.08 ... The product is O=C(CC(C(=O)OCC)C(C(F)(F)F)=O)C (ethyl 4-oxo-2-(2,2,2-trifluoro-1-oxoethyl)pentanoate). The solvent is O1CCCC1 (tetrahydrofuran), O1CCCC1 (tetrahydrofuran). As a reaction SMILES: [F:1][C:2]([F:12])([F:11])[C:3](=[O:10])[CH2:4][C:5]([O:7][CH2:8][CH3:9])=[O:6].[H-].[Na+].[CH3:15][C:16]([CH3:18])=[O:17].ClCC(=O)C>O1CCCC1.[I-].[K+]>[O:17]=[C:16]([CH3:18])[CH2:15][CH:4]([C:3](=[O:10])[C:2]([F:11])([F:12])[F:1])[C:5]([O:7][CH2:8][CH3:9])=[O:6] |f:1.2,6.7|. Conditions: temperature 20 celsius, time 1 hour. Procedure details: 36.8 g of ethyl 4,4,4-trifluoroacetoacetate were mixed in 400 ml of tetrahydrofuran and 9.6 g of sodium hydride were added at 15° C. over 30 minutes. The mixture was stirred at 20° C. for 1 hour and 0.4 g of potassium iodide and 100 ml of acetone were added. 21 g of chloroacetone in 75 ml of tetrahydrofuran were added dropwise over 15 minutes and the mixture was refluxed for 96 hours and then distilled to obtain 24.4 g of the expected product with a boiling point of 65° C. (0.2 mbar). Reagents/catalysts: [I-].[K+] (potassium iodide). Reactants: ClCC(C)=O (chloroacetone), FC(C(CC(=O)OCC)=O)(F)F (ethyl 4,4,4-trifluoroacetoacetate), [H-].[Na+] (sodium hydride), CC(=O)C (acetone). The reactants are O=C(OCc1ccccc1)N1CCC(C(=O)N2CCc3c([nH]c4ccccc34)C2)CC1, CO, ClCCl, [Pd]. Yields the product O=C(C1CCNCC1)N1CCc2c([nH]c3ccccc23)C1. Reaction SMILES: [CH2:1]1[N:2]([C:14](=[O:15])[CH:16]2[CH2:17][CH2:18][N:19]([C:22]([O:23][CH2:24][c:25]3[cH:26][cH:27][cH:28][cH:29][cH:30]3)=[O:31])[CH2:20][CH2:21]2)[CH2:3][CH2:4][c:5]2[c:6]1[nH:7][c:8]1[cH:9][cH:10][cH:11][cH:12][c:13]21.[CH3:32][OH:33].[Cl:35][CH2:36][Cl:37].[Pd:34]>>[CH2:1]1[N:2]([C:14](=[O:15])[CH:16]2[CH2:17][CH2:18][NH:19][CH2:20][CH2:21]2)[CH2:3][CH2:4][c:5]2[c:6]1[nH:7][c:8]1[cH:9][cH:10][cH:11][cH:12][c:13]21. Starting materials: CO, CC(C)=O, OCCCc1cc(Cl)cc2nc(-c3ccccc3Cl)oc12, O. Product: O=C(O)CCc1cc(Cl)cc2nc(-c3ccccc3Cl)oc12. Reaction SMILES: [CH3:22][OH:23].[CH3:25][C:26](=[O:27])[CH3:28].[Cl:1][c:2]1[cH:3][c:4]([CH2:18][CH2:19][CH2:20][OH:21])[c:5]2[c:6]([n:7][c:8](-[c:10]3[c:11]([Cl:16])[cH:12][cH:13][cH:14][cH:15]3)[o:9]2)[cH:17]1.[OH2:24]>>[Cl:1][c:2]1[cH:3][c:4]([CH2:18][CH2:19][C:20](=[O:21])[OH:23])[c:5]2[c:6]([n:7][c:8](-[c:10]3[c:11]([Cl:16])[cH:12][cH:13][cH:14][cH:15]3)[o:9]2)[cH:17]1. The reactants are COc1c(C2CCNCC2)cccc1C(F)(F)F, Cl, c1ccncc1. Yields the product Oc1c(C2CCNCC2)cccc1C(F)(F)F. As a reaction SMILES: [CH3:1][O:2][c:3]1[c:4]([CH:13]2[CH2:14][CH2:15][NH:16][CH2:17][CH2:18]2)[cH:5][cH:6][cH:7][c:8]1[C:9]([F:10])([F:11])[F:12].[ClH:19].[n:20]1[cH:21][cH:22][cH:23][cH:24][cH:25]1>>[OH:2][c:3]1[c:4]([CH:13]2[CH2:14][CH2:15][NH:16][CH2:17][CH2:18]2)[cH:5][cH:6][cH:7][c:8]1[C:9]([F:10])([F:11])[F:12].